Dataset: the Open Reaction Database (ORD), a public repository of structured organic reaction records. Task: describe an organic reaction: reactants, conditions, products, and yield Product: CCN(CC)CCCNc1nn(CCC(C)N(C)C)c2ccccc12. RXN SMILES: [Br:24][CH2:25][CH2:26][CH2:27][N:28]([CH2:29][CH3:30])[CH2:31][CH3:32].[BrH:23].[C:33](=[O:34])([O-:35])[O-:36].[CH3:1][N:2]([CH3:3])[CH:4]=[O:5].[CH3:6][N:7]([CH:8]([CH2:9][CH2:10][n:11]1[n:12][c:13]([NH2:20])[c:14]2[cH:15][cH:16][cH:17][cH:18][c:19]12)[CH3:21])[CH3:22].[K+:37].[K+:38].[OH2:39]>>[CH3:6][N:7]([CH:8]([CH2:9][CH2:10][n:11]1[n:12][c:13]([NH:20][CH2:25][CH2:26][CH2:27][N:28]([CH2:29][CH3:30])[CH2:31][CH3:32])[c:14]2[cH:15][cH:16][cH:17][cH:18][c:19]12)[CH3:21])[CH3:22]. Starting materials: CCN(CC)CCCBr, Br, O=C([O-])[O-], CN(C)C=O, CC(CCn1nc(N)c2ccccc21)N(C)C, [K+], [K+], O. The reactants are FC(C(=O)O)(F)F.N1C(CCC1)CNC(=O)C=1SC(=CC1)Cl (rac-5-chloro-thiophene-2-carboxylic acid (pyrrolidin-2-ylmethyl)-amide trifluoro acetate), [N+](=O)([O-])C1=CC=C(C=C1)OC(NC1=C(C=C(C=C1)N1C(C=CC=C1)=O)F)=O ([2-fluoro-4-(2-oxo-2H-pyridin-1-yl)-phenyl]-carbamic acid 4-nitro-phenyl ester). The product is FC1=C(C=CC(=C1)N1C(C=CC=C1)=O)NC(=O)N1C(CCC1)CNC(=O)C=1SC(=CC1)Cl (rac-2-{[(5-chloro-thiophene-2-carbonyl)-amino]-methyl}-pyrrolidine-1-carboxylic acid[2-fluoro-4-(2-oxo-2H-pyridin-1-yl)-phenyl]-amide). RXN SMILES: FC(F)(F)C(O)=O.[NH:8]1[CH2:12][CH2:11][CH2:10][CH:9]1[CH2:13][NH:14][C:15]([C:17]1[S:18][C:19]([Cl:22])=[CH:20][CH:21]=1)=[O:16].[N+](C1C=CC([O:32][C:33](=O)[NH:34][C:35]2[CH:40]=[CH:39][C:38]([N:41]3[CH:46]=[CH:45][CH:44]=[CH:43][C:42]3=[O:47])=[CH:37][C:36]=2[F:48])=CC=1)([O-])=O>>[F:48][C:36]1[CH:37]=[C:38]([N:41]2[CH:46]=[CH:45][CH:44]=[CH:43][C:42]2=[O:47])[CH:39]=[CH:40][C:35]=1[NH:34][C:33]([N:8]1[CH2:12][CH2:11][CH2:10][CH:9]1[CH2:13][NH:14][C:15]([C:17]1[S:18][C:19]([Cl:22])=[CH:20][CH:21]=1)=[O:16])=[O:32] |f:0.1|. Procedure details: 75.3 Using general method H, rac-5-chloro-thiophene-2-carboxylic acid (pyrrolidin-2-ylmethyl)-amide trifluoro acetate was reacted with [2-fluoro-4-(2-oxo-2H-pyridin-1-yl)-phenyl]-carbamic acid 4-nitro-phenyl ester (prepared according to example 54.3) to give rac-2-{[(5-chloro-thiophene-2-carbonyl)-amino]-methyl}-pyrrolidine-1-carboxylic acid[2-fluoro-4-(2-oxo-2H-pyridin-1-yl)-phenyl]-amide. Pale yellow solid. MS 475.1 ([M+H]+) The reactants are S([O-])(O)=O.[Na+] (sodium bisulfite), CN(C1=CC=NC=C1)N1C=CC=C1 (N-Methyl-N-(1H-pyrrol-1-yl)-4-pyridinamine), C1CC(=O)N(C1=O)Cl (NCS), ClN1C(CCC1=O)=O (N-chlorosuccinimide). Procedure details: To a solution of N-Methyl-N-(1H-pyrrol-1-yl)-4-pyridinamine (7.7 g) in 300 ml of anhydrous tetrahydrofuran cooled to 5° with an ice bath was added N-chlorosuccinimide (5.2 g). The reaction mixture was stirred sixty hours at ambient temperature, and thereafter additional NCS (0.9 g) was added. After stirring an additional sixteen hours at ambient temperature, the reaction mixture was stirred with an aqueous solution of sodium bisulfite and extracted with ether. The organic extract was washed with... Yield: 92.6%. RXN SMILES: [CH3:1][N:2]([N:9]1[CH:13]=[CH:12][CH:11]=[CH:10]1)[C:3]1[CH:8]=[CH:7][N:6]=[CH:5][CH:4]=1.[Cl:14]N1C(=O)CCC1=O.S(=O)(O)[O-].[Na+]>O1CCCC1>[ClH:14].[Cl:14][C:10]1[N:9]([N:2]([CH3:1])[C:3]2[CH:8]=[CH:7][N:6]=[CH:5][CH:4]=2)[CH:13]=[CH:12][CH:11]=1 |f:2.3,5.6|. The solvent is O1CCCC1 (tetrahydrofuran). Product: Cl.ClC=1N(C=CC1)N(C1=CC=NC=C1)C (N-(2-Chloro-1H-pyrrol-1-yl)-N-methyl-4-pyridinamine hydrochloride). Reactants: CC(C)C[Al+]CC(C)C, N#CCc1ccccc1, Cc1ccccc1, CO, C#N, [H-], [Na+], [Na+], O=S(=O)([O-])[O-], C1CCOC1. Product: N#CC(N)Cc1ccccc1. RXN SMILES: [CH2:11]([Al+:12][CH2:13][CH:14]([CH3:15])[CH3:16])[CH:17]([CH3:18])[CH3:19].[CH2:1]([c:2]1[cH:3][cH:4][cH:5][cH:6][cH:7]1)[C:8]#[N:9].[CH3:29][c:30]1[cH:31][cH:32][cH:33][cH:34][cH:35]1.[CH3:41][OH:42].[CH:20]#[N:21].[H-:10].[Na+:22].[Na+:23].[O-:24][S:25](=[O:26])(=[O:27])[O-:28].[O:36]1[CH2:37][CH2:38][CH2:39][CH2:40]1>>[CH2:1]([c:2]1[cH:3][cH:4][cH:5][cH:6][cH:7]1)[CH:8]([NH2:9])[C:20]#[N:21]. Reactants: CN(C(=O)NC1=C(C=C(C=C1)Cl)Cl)O (N-methyl-N-hydroxy-N'-(2,4-dichlorophenyl)-urea), C([O-])([O-])=O.[K+].[K+] (potassium carbonate), CS(=O)C (dimethylsulfoxide), ClC(C)Cl (dichloroethane). Solvent: O (water). Reaction conditions: temperature 20 celsius, time 20 minute. Product: CN1OCCN(C1=O)C1=C(C=C(C=C1)Cl)Cl (2-methyl-4-(2',4'-dichlorophenyl)-3-oxo-5,6-dihydro-1,2,4-oxadiazine). The yield is 65.5%. Reaction SMILES: [CH3:1][N:2]([OH:14])[C:3]([NH:5][C:6]1[CH:11]=[CH:10][C:9]([Cl:12])=[CH:8][C:7]=1[Cl:13])=[O:4].C(=O)([O-])[O-].[K+].[K+].CS(C)=O.Cl[CH:26](Cl)[CH3:27]>O>[CH3:1][N:2]1[C:3](=[O:4])[N:5]([C:6]2[CH:11]=[CH:10][C:9]([Cl:12])=[CH:8][C:7]=2[Cl:13])[CH2:27][CH2:26][O:14]1 |f:1.2.3|. Procedure details: A mixture of 11 g of N-methyl-N-hydroxy-N'-(2,4-dichlorophenyl)-urea, 55 g of potassium carbonate and 66 ml of dimethylsulfoxide was stirred for 20 minutes at 20° C and then 11 g of dichloroethane were added. The mixture was stirred for 16 hours at 20°-25° C and was then poured into water. The mixture was vacuum filtered and the recovered precipitate was taken up in ethyl acetate. The solution was dried and evaporated to dryness under reduced pressure. The residue was crystallized from isopropyl...